This data is from the Open Reaction Database (ORD), a public repository of structured organic reaction records. The task is: describe an organic reaction: reactants, conditions, products, and yield Starting materials: BrCC(C)C1OCCO1 (2-(1-bromopropan-2-yl)-1,3-dioxolane), C1(=CC=CC=C1)P(C1=CC=CC=C1)C1=CC=CC=C1 (triphenylphosphine). Run in C1(=CC=CC=C1)C (toluene). Product: [Br-].O1C(OCC1)C(C[P+](C1=CC=CC=C1)(C1=CC=CC=C1)C1=CC=CC=C1)C ([2-(1,3-dioxolan-2-yl)propan-1-yl]triphenylphosphonium bromide). Yield: 74.6%. RXN SMILES: [Br:1][CH2:2][CH:3]([CH:5]1[O:9][CH2:8][CH2:7][O:6]1)[CH3:4].[C:10]1([P:16]([C:23]2[CH:28]=[CH:27][CH:26]=[CH:25][CH:24]=2)[C:17]2[CH:22]=[CH:21][CH:20]=[CH:19][CH:18]=2)[CH:15]=[CH:14][CH:13]=[CH:12][CH:11]=1>C1(C)C=CC=CC=1>[Br-:1].[O:6]1[CH2:7][CH2:8][O:9][CH:5]1[CH:3]([CH3:4])[CH2:2][P+:16]([C:17]1[CH:18]=[CH:19][CH:20]=[CH:21][CH:22]=1)([C:23]1[CH:28]=[CH:27][CH:26]=[CH:25][CH:24]=1)[C:10]1[CH:11]=[CH:12][CH:13]=[CH:14][CH:15]=1 |f:3.4|. Procedure: A mixture of 110 g (0.56 mol) of 2-(1-bromopropan-2-yl)-1,3-dioxolane, 148.5 g (0.56 mol) of triphenylphosphine and 550 ml of anhydrous toluene is heated at reflux under nitrogen for 24 h. The paste-like salt phase is separated and washed with 5×200 ml of anhydrous ethyl ether. After drying under vacuum there are obtained 191 g of [2-(1,3-dioxolan-2-yl)propan-1-yl]triphenylphosphonium bromide (white solid; yield 75%). Starting materials: CC1(C2=C(C(=CC=C2)P(C3=CC=CC=C3)C4=CC=CC=C4)OC5=C(C=CC=C51)P(C6=CC=CC=C6)C7=CC=CC=C7)C (Xantphos), C(=O)([O-])[O-].[Cs+].[Cs+] (Cs2CO3), ClC1=C2C(=CN(C1=O)C)CN(C2=O)CCC=2N=C1N(C=CC=C1)C2 (7-chloro-2-(2-imidazo[1,2-a]pyridin-2-yl-ethyl)-5-methyl-3,5-dihydro-2H-pyrrolo[3,4-c]pyridine-1,6-dione), N1CCOCC1 (morpholine). Reagents/catalysts: C(C)(=O)[O-].C(C)(=O)[O-].[Pd+2] (Palladium diacetate). Run in O1CCOCC1 (dioxane). Reaction conditions: temperature 120 celsius. The product is N=1C(=CN2C1C=CC=C2)CCN2CC1=CN(C(C(=C1C2=O)N2CCOCC2)=O)C (2-(2-Imidazo[1,2-a]pyridin-2-yl-ethyl)-5-methyl-7-morpholin-4-yl-3,5-dihydro-2H-pyrrolo[3,4-c]pyridine-1,6-dione). Yield: 20.9%. RXN SMILES: CC1(C)C2C(=C(P(C3C=CC=CC=3)C3C=CC=CC=3)C=CC=2)OC2C(P(C3C=CC=CC=3)C3C=CC=CC=3)=CC=CC1=2.C([O-])([O-])=O.[Cs+].[Cs+].Cl[C:50]1[C:55](=[O:56])[N:54]([CH3:57])[CH:53]=[C:52]2[CH2:58][N:59]([CH2:62][CH2:63][C:64]3[N:65]=[C:66]4[CH:71]=[CH:70][CH:69]=[CH:68][N:67]4[CH:72]=3)[C:60](=[O:61])[C:51]=12.[NH:73]1[CH2:78][CH2:77][O:76][CH2:75][CH2:74]1>O1CCOCC1.C([O-])(=O)C.C([O-])(=O)C.[Pd+2]>[N:65]1[C:64]([CH2:63][CH2:62][N:59]2[C:60](=[O:61])[C:51]3[C:52](=[CH:53][N:54]([CH3:57])[C:55](=[O:56])[C:50]=3[N:73]3[CH2:78][CH2:77][O:76][CH2:75][CH2:74]3)[CH2:58]2)=[CH:72][N:67]2[CH:68]=[CH:69][CH:70]=[CH:71][C:66]=12 |f:1.2.3,7.8.9|. Reported procedure: Palladium diacetate (65.5 mg, 0.292 mmol), Xantphos (169 mg, 0.292 mmol) and Cs2CO3 (285 mg, 0.875 mmol) were each rapidly added in sequence to a suspension of 7-chloro-2-(2-imidazo[1,2-a]pyridin-2-yl-ethyl)-5-methyl-3,5-dihydro-2H-pyrrolo[3,4-c]pyridine-1,6-dione (100 mg, 0.292 mmol, see Example c5)) and morpholine (76 mg, 0.875 mmol) in dioxane (1 ml). The reaction was heated in a microwave at about 120° C. for about 40 min. The solvent was removed and the resulting mixture was purified by pre... The reactants are C(=O)([O-])[O-].[K+].[K+] (K2CO3), COC1=CC=C(CCl)C=C1 (4-methoxybenzyl chloride), C1(CCCC(N1)=O)=O (Glutarimide). The reagents and catalysts are [N+](CCCC)(CCCC)(CCCC)CCCC.[I-] (Bu4NI). The solvent is CC(=O)C (acetone). Reaction conditions: time 8 hour. The product is COC1=CC=C(CN2C(CCCC2=O)=O)C=C1 (1-(4-methoxybenzyl)piperidine-2,6-dione). Isolated yield 87.2%. As a reaction SMILES: [C:1]1(=[O:8])[NH:6][C:5](=[O:7])[CH2:4][CH2:3][CH2:2]1.C([O-])([O-])=O.[K+].[K+].[CH3:15][O:16][C:17]1[CH:24]=[CH:23][C:20]([CH2:21]Cl)=[CH:19][CH:18]=1>CC(C)=O.[N+](CCCC)(CCCC)(CCCC)CCCC.[I-]>[CH3:15][O:16][C:17]1[CH:24]=[CH:23][C:20]([CH2:21][N:6]2[C:5](=[O:7])[CH2:4][CH2:3][CH2:2][C:1]2=[O:8])=[CH:19][CH:18]=1 |f:1.2.3,6.7|. Reported procedure: Glutarimide (5 g, 44.2 mmol) was suspended in acetone (Volume: 100 mL) and then K2CO3 (12.22 g, 88 mmol), Bu4NI (3.27 g, 8.84 mmol) and 4-methoxybenzyl chloride (6.02 mL, 44.2 mmol) were added. The mixture was agitated at room temperature overnight and filtered through celite and then concentrated in vacuo and the residue purified by flash chromatography (0-50% EtOAc/heptane) to afford 8.99 g of the desired product as a colorless solid. LCMS (m/z): (MH+), 234.2, 0.66 min. Starting materials: CN1C(=O)N(c2cc([N+](=O)[O-])ccc2Cl)Cc2cnc(S(C)(=O)=O)nc21, [H][H], C1CCOC1. The product is CN1C(=O)N(c2cc(N)ccc2Cl)Cc2cnc(S(C)(=O)=O)nc21. As a reaction SMILES: [Cl:1][c:2]1[c:3]([N:11]2[C:12](=[O:26])[N:13]([CH3:25])[c:14]3[n:15][c:16]([S:21](=[O:22])(=[O:23])[CH3:24])[n:17][cH:18][c:19]3[CH2:20]2)[cH:4][c:5]([N+:8]([O-:9])=[O:10])[cH:6][cH:7]1.[H:27][H:28].[O:29]1[CH2:30][CH2:31][CH2:32][CH2:33]1>>[Cl:1][c:2]1[c:3]([N:11]2[C:12](=[O:26])[N:13]([CH3:25])[c:14]3[n:15][c:16]([S:21](=[O:22])(=[O:23])[CH3:24])[n:17][cH:18][c:19]3[CH2:20]2)[cH:4][c:5]([NH2:8])[cH:6][cH:7]1. Reactants: C(C1=CC=CC=C1)OC[C@@H](C)OCCCCCC ((R)-1-benzyloxy-2-hexyloxy-propane). The reagents and catalysts are [Pd] (palladium/carbon). Solvent: C(C)O (ethanol). Product: C(CCCCC)O[C@@H](CO)C ((R)-2-hexyloxy-1-propanol). Isolated yield 72.5%. As a reaction SMILES: C([O:8][CH2:9][C@H:10]([O:12][CH2:13][CH2:14][CH2:15][CH2:16][CH2:17][CH3:18])[CH3:11])C1C=CC=CC=1>[Pd].C(O)C>[CH2:13]([O:12][C@H:10]([CH3:11])[CH2:9][OH:8])[CH2:14][CH2:15][CH2:16][CH2:17][CH3:18]. Procedure details: A mixture liquid of the above (R)-1-benzyloxy-2-hexyloxy-propane (25 g),palladium/carbon catalyst (2.0 g) and ethanol (200 ml) was subjected to hydrogenolysis. After completion of the reaction, the catalyst was filtered off, followed by concentrating the mother liquor, and distilling the concentrate under reduced pressure to obtain (R)-2-hexyloxy-1-propanol (b.p. 67°-68° C./4 mmHg) (11.6 g). The reactants are [Br-], CCBr, CC(C)O, CN1CCCC1=O, O=c1c2ccc(CCl)cc2on1C(c1ccccc1)(c1ccccc1)c1ccccc1, [Na+], O. The product is O=c1c2ccc(CBr)cc2on1C(c1ccccc1)(c1ccccc1)c1ccccc1. As a reaction SMILES: [Br-:36].[Br:32][CH2:33][CH3:34].[CH3:38][CH:39]([OH:40])[CH3:41].[CH3:42][N:43]1[CH2:44][CH2:45][CH2:46][C:47]1=[O:48].[Cl:1][CH2:2][c:3]1[cH:4][c:5]2[c:6]([c:7](=[O:29])[n:8]([C:10]([c:11]3[cH:12][cH:13][cH:14][cH:15][cH:16]3)([c:17]3[cH:18][cH:19][cH:20][cH:21][cH:22]3)[c:23]3[cH:24][cH:25][cH:26][cH:27][cH:28]3)[o:9]2)[cH:30][cH:31]1.[Na+:35].[OH2:37]>>[CH2:2]([c:3]1[cH:4][c:5]2[c:6]([c:7](=[O:29])[n:8]([C:10]([c:11]3[cH:12][cH:13][cH:14][cH:15][cH:16]3)([c:17]3[cH:18][cH:19][cH:20][cH:21][cH:22]3)[c:23]3[cH:24][cH:25][cH:26][cH:27][cH:28]3)[o:9]2)[cH:30][cH:31]1)[Br:32]. The reactants are C1CCC2=CC(=CC=C12)C(CS[C@@H]1[C@H](N(C1=O)C1=CC=C(C=C1)F)C1=CC=C(OCC(=O)O)C=C1)=O ({4-[(2R,3R)-3-{[2-(2,3-dihydro-1H-inden-5-yl)-2-oxoethyl]thio}-1-(4-fluorophenyl)-4-oxoazetidin-2-yl]phenoxy}acetic acid), BrCC(=O)C1=CC=2CCCCC2C=C1 (2-bromo-1-(5,6,7,8-tetrahydronaphthalen-2-yl)ethanone). The product is FC1=CC=C(C=C1)N1[C@@H]([C@H](C1=O)SCC(C1=CC=2CCCCC2C=C1)=O)C1=CC=C(OCC(=O)O)C=C1 ([4-((2R,3R)-1-(4-fluorophenyl)-4-oxo-3-{[2-oxo-2-(5,6,7,8-tetrahydronaphthalen-2-yl)ethyl]thio}azetidin-2-yl)phenoxy]acetic acid). RXN SMILES: [CH2:1]1[C:9]2[C:4](=[CH:5][C:6]([C:10](=[O:36])[CH2:11][S:12][C@H:13]3[C:16](=[O:17])[N:15]([C:18]4[CH:23]=[CH:22][C:21]([F:24])=[CH:20][CH:19]=4)[C@@H:14]3[C:25]3[CH:35]=[CH:34][C:28]([O:29][CH2:30][C:31]([OH:33])=[O:32])=[CH:27][CH:26]=3)=[CH:7][CH:8]=2)[CH2:3][CH2:2]1.Br[CH2:38]C(C1C=CC2CCCCC=2C=1)=O>>[F:24][C:21]1[CH:20]=[CH:19][C:18]([N:15]2[C:16](=[O:17])[C@H:13]([S:12][CH2:11][C:10](=[O:36])[C:6]3[CH:7]=[CH:8][C:9]4[CH2:38][CH2:1][CH2:2][CH2:3][C:4]=4[CH:5]=3)[C@H:14]2[C:25]2[CH:35]=[CH:34][C:28]([O:29][CH2:30][C:31]([OH:33])=[O:32])=[CH:27][CH:26]=2)=[CH:23][CH:22]=1. Reported procedure: The titled compound above was prepared using the same procedure as that used for the synthesis of {4-[(2R,3R)-3-{[2-(2,3-dihydro-1H-inden-5-yl)-2-oxoethyl]thio}-1-(4-fluorophenyl)-4-oxoazetidin-2-yl]phenoxy}acetic acid but using 2-bromo-1-(5,6,7,8-tetrahydronaphthalen-2-yl)ethanone instead of 2-bromo-1-(2,3-dihydro-1H-inden-5-yl)ethanone. 1H NMR [(CD3)2SO), 400 MHz]δ 1.66-1.75 (m, 4H), 2.66-2.77 (m, 4H), 4.22-4.31 (m, 3H), 4.62 (s, 2H), 5.11 (d, 1H), 6.86-7.61 (m, 11H).